Task: describe an organic reaction: reactants, conditions, products, and yield. Dataset: the Open Reaction Database (ORD), a public repository of structured organic reaction records Starting materials: COC(=O)CCCCCCCCCCCCCCCNc1ccc(C(=O)O)cc1, Cc1ccccc1, OCC(O)CO. The product is COC(=O)CCCCCCCCCCCCCCCNc1ccc(C(=O)OCC(O)CO)cc1. Reaction SMILES: [C:1](=[O:2])([O:3][CH3:4])[CH2:5][CH2:6][CH2:7][CH2:8][CH2:9][CH2:10][CH2:11][CH2:12][CH2:13][CH2:14][CH2:15][CH2:16][CH2:17][CH2:18][CH2:19][NH:20][c:21]1[cH:22][cH:23][c:24]([C:25](=[O:26])[OH:27])[cH:28][cH:29]1.[CH3:36][c:37]1[cH:38][cH:39][cH:40][cH:41][cH:42]1.[OH:30][CH2:31][CH:32]([OH:33])[CH2:34][OH:35]>>[C:1](=[O:2])([O:3][CH3:4])[CH2:5][CH2:6][CH2:7][CH2:8][CH2:9][CH2:10][CH2:11][CH2:12][CH2:13][CH2:14][CH2:15][CH2:16][CH2:17][CH2:18][CH2:19][NH:20][c:21]1[cH:22][cH:23][c:24]([C:25](=[O:26])[O:27][CH2:34][CH:32]([CH2:31][OH:30])[OH:33])[cH:28][cH:29]1. Starting materials: FC(C(=O)O)(F)F (trifluoroacetic acid), FC(S(=O)(=O)O)(F)F (trifluoromethanesulfonic acid), COC1=CC=C(CS[C@H]2C[C@H](N(C2)C(=O)OCC2=CC=C(C=C2)[N+](=O)[O-])C(=O)N2CCN(CC2)CC(=O)OCC2=CC=C(C=C2)[N+](=O)[O-])C=C1 ((2S,4S)-4-(4-methoxybenzylthio)-2-[4-(4-nitrobenzyloxycarbonylmethyl)-1-piperazinylcarbonyl]-1-(4-nitrobenzyloxycarbonyl)pyrrolidine). The solvent is C1(=CC=CC=C1)OC (anisole). Reaction conditions: time 1.5 hour. Product: FC(S(=O)(=O)O)(F)F.FC(S(=O)(=O)O)(F)F.S[C@H]1C[C@H](NC1)C(=O)N1CCN(CC1)CC(=O)OCC1=CC=C(C=C1)[N+](=O)[O-] ((2S,4S)-4-Mercapto-2-[4-(4-nitrobenzyloxycarbonylmethyl)-1-piperazinylcarbonyl]pyrrolidine bis(trifluoromethanesulfonate)). As a reaction SMILES: FC(F)(F)C(O)=O.[F:8][C:9]([F:15])([F:14])[S:10]([OH:13])(=[O:12])=[O:11].COC1C=CC(C[S:23][C@@H:24]2[CH2:28][N:27](C(OCC3C=CC([N+]([O-])=O)=CC=3)=O)[C@H:26]([C:42]([N:44]3[CH2:49][CH2:48][N:47]([CH2:50][C:51]([O:53][CH2:54][C:55]4[CH:60]=[CH:59][C:58]([N+:61]([O-:63])=[O:62])=[CH:57][CH:56]=4)=[O:52])[CH2:46][CH2:45]3)=[O:43])[CH2:25]2)=CC=1>C1(OC)C=CC=CC=1>[F:8][C:9]([F:15])([F:14])[S:10]([OH:13])(=[O:12])=[O:11].[F:8][C:9]([F:15])([F:14])[S:10]([OH:13])(=[O:12])=[O:11].[SH:23][C@@H:24]1[CH2:28][NH:27][C@H:26]([C:42]([N:44]2[CH2:45][CH2:46][N:47]([CH2:50][C:51]([O:53][CH2:54][C:55]3[CH:56]=[CH:57][C:58]([N+:61]([O-:63])=[O:62])=[CH:59][CH:60]=3)=[O:52])[CH2:48][CH2:49]2)=[O:43])[CH2:25]1 |f:4.5.6|. Reported procedure: 8.0 ml of trifluoroacetic acid and 160 μl of trifluoromethanesulfonic acid were added, whilst ice-cooling, to a suspension of 1120 mg of (2S,4S)-4-(4-methoxybenzylthio)-2-[4-(4-nitrobenzyloxycarbonylmethyl)-1-piperazinylcarbonyl]-1-(4-nitrobenzyloxycarbonyl)pyrrolidine (prepared as described in Preparation 11) in 1.75 ml of anisole, and the resulting mixture was stirred at room temperature for 1.5 hours. At the end of this time, it was treated by a similar procedure to that described in Example ... Reactants: C(=O)(Cl)Cl (phosgene), C(C=C)C1=NN=C(S1)N (5-allyl-2-amino-1,3,4-thiadiazole). Solvent: C(C)(=O)OCC (ethyl acetate), C(C)(=O)OCC (ethyl acetate). Conditions: time 16 hour. The product is C(C=C)C1=NN=C(S1)N=C=O (5-allyl-1,3,4-thiadiazol-2-yl isocyanate). RXN SMILES: [C:1](Cl)(Cl)=[O:2].[CH2:5]([C:8]1[S:12][C:11]([NH2:13])=[N:10][N:9]=1)[CH:6]=[CH2:7]>C(OCC)(=O)C>[CH2:5]([C:8]1[S:12][C:11]([N:13]=[C:1]=[O:2])=[N:10][N:9]=1)[CH:6]=[CH2:7]. Procedure details: A saturated solution of phosgene in ethyl acetate (100 ml) is charged into a glass reaction vessel equipped with a mechanical stirrer. A slurry of 5-allyl-2-amino-1,3,4-thiadiazole (50 grams) in ethyl acetate (300 ml) is added to the reaction vessel, and the resulting mixture is stirred for a period of about 16 hours, resulting in the formation of a precipitate. The reaction mixture is then purged with nitrogen gas to remove unreacted phosgene. The purged mixture is then filtered to recover the ... Reactants: O=c1ccc(Cl)cn1-c1ccc(CBr)cn1, CN(C)C=O, N#Cc1ccc(Cn2ccnc2)cc1O. Product: N#Cc1ccc(Cn2ccnc2)cc1OCc1ccc(-n2cc(Cl)ccc2=O)nc1. RXN SMILES: [Br:16][CH2:17][c:18]1[cH:19][cH:20][c:21](-[n:24]2[c:25](=[O:31])[cH:26][cH:27][c:28]([Cl:30])[cH:29]2)[n:22][cH:23]1.[O:32]=[CH:33][N:34]([CH3:35])[CH3:36].[OH:1][c:2]1[c:3]([C:4]#[N:5])[cH:6][cH:7][c:8]([CH2:10][n:11]2[cH:12][n:13][cH:14][cH:15]2)[cH:9]1>>[O:1]([c:2]1[c:3]([C:4]#[N:5])[cH:6][cH:7][c:8]([CH2:10][n:11]2[cH:12][n:13][cH:14][cH:15]2)[cH:9]1)[CH2:17][c:18]1[cH:19][cH:20][c:21](-[n:24]2[c:25](=[O:31])[cH:26][cH:27][c:28]([Cl:30])[cH:29]2)[n:22][cH:23]1. The reactants are Cl (HCl), FC1=CC=C(C=C1)C1=NN2C(C=C(C(=C2)N(S(=O)(=O)C)CCO)C2=CC(=CC=C2)C(NC(C)(C)C2=CC=CC=C2)=O)=C1C(=O)OC (methyl 2-(4-fluorophenyl)-6-(N-(2-hydroxyethyl)methylsulfonamido)-5-(3-(2-phenylpropan-2-ylcarbamoyl)phenyl)pyrazolo[1,5-a]pyridine-3-carboxylate), C1CCOC1 (THF), [OH-].[Li+] (lithium hydroxide). Solvent: CO (methanol). Conditions: time 8 hour. The product is FC1=CC=C(C=C1)C1=NN2C(C=C(C(=C2)N(S(=O)(=O)C)CCO)C2=CC(=CC=C2)C(NC(C)(C)C2=CC=CC=C2)=O)=C1C(=O)O (2-(4-fluorophenyl)-6-(N-(2-hydroxyethyl)methylsulfonamido)-5-(3-(2-phenylpropan-2-ylcarbamoyl)phenyl)pyrazolo[1,5-a]pyridine-3-carboxylic acid). Reaction SMILES: [F:1][C:2]1[CH:7]=[CH:6][C:5]([C:8]2[C:42]([C:43]([O:45]C)=[O:44])=[C:11]3[CH:12]=[C:13]([C:24]4[CH:29]=[CH:28][CH:27]=[C:26]([C:30](=[O:41])[NH:31][C:32]([C:35]5[CH:40]=[CH:39][CH:38]=[CH:37][CH:36]=5)([CH3:34])[CH3:33])[CH:25]=4)[C:14]([N:16]([CH2:21][CH2:22][OH:23])[S:17]([CH3:20])(=[O:19])=[O:18])=[CH:15][N:10]3[N:9]=2)=[CH:4][CH:3]=1.C1COCC1.[OH-].[Li+].Cl>CO>[F:1][C:2]1[CH:7]=[CH:6][C:5]([C:8]2[C:42]([C:43]([OH:45])=[O:44])=[C:11]3[CH:12]=[C:13]([C:24]4[CH:29]=[CH:28][CH:27]=[C:26]([C:30](=[O:41])[NH:31][C:32]([C:35]5[CH:36]=[CH:37][CH:38]=[CH:39][CH:40]=5)([CH3:34])[CH3:33])[CH:25]=4)[C:14]([N:16]([CH2:21][CH2:22][OH:23])[S:17]([CH3:20])(=[O:18])=[O:19])=[CH:15][N:10]3[N:9]=2)=[CH:4][CH:3]=1 |f:2.3|. Procedure: To a solution containing methyl 2-(4-fluorophenyl)-6-(N-(2-hydroxyethyl)methylsulfonamido)-5-(3-(2-phenylpropan-2-ylcarbamoyl)phenyl)pyrazolo[1,5-a]pyridine-3-carboxylate (0.021 g, 0.33 mmol), THF (0.20 mL) and methanol (0.13 mL) was added aqueous lithium hydroxide (0.081 mL, 2.0 M). The solution was maintained at room temperature for 20 h, then at 45° C. for 8 h. The solution was adjusted to below pH 4 with aqueous HCl (0.21 mL, 1.0 N) and extracted with ethyl acetate (2×0.50 mL). The combined ... Reactants: ClC=1N(C2=CC=CC=C2C1C=O)C1=CC=C(C=C1)OC1=CC=CC=C1 (2-chloro-1-(4-phenoxyphenyl)-1H-indole-3-carboxaldehyde), N1CCNCC1 (piperazine). Yields the product O(C1=CC=CC=C1)C1=CC=C(C=C1)N1C(=C(C2=CC=CC=C12)C=O)N1CCNCC1 (1-(4-phenoxyphenyl)-2-piperazin-1-yl-1H-indole-3-carboxaldehyde). Yield: 40.0%. RXN SMILES: Cl[C:2]1[N:3]([C:13]2[CH:18]=[CH:17][C:16]([O:19][C:20]3[CH:25]=[CH:24][CH:23]=[CH:22][CH:21]=3)=[CH:15][CH:14]=2)[C:4]2[C:9]([C:10]=1[CH:11]=[O:12])=[CH:8][CH:7]=[CH:6][CH:5]=2.[NH:26]1[CH2:31][CH2:30][NH:29][CH2:28][CH2:27]1>>[O:19]([C:16]1[CH:17]=[CH:18][C:13]([N:3]2[C:4]3[C:9](=[CH:8][CH:7]=[CH:6][CH:5]=3)[C:10]([CH:11]=[O:12])=[C:2]2[N:26]2[CH2:31][CH2:30][NH:29][CH2:28][CH2:27]2)=[CH:14][CH:15]=1)[C:20]1[CH:25]=[CH:24][CH:23]=[CH:22][CH:21]=1. Procedure details: 2-chloro-1-(4-phenoxyphenyl)-1H-indole-3-carboxaldehyde is reacted with piperazine as described in Step 2 of Example 29 to afford 1-(4-phenoxyphenyl)-2-piperazin-1-yl-1H-indole-3-carboxaldehyde (40% yield). ESI/MS 398 (M+H); RT=2.95 min; NMR (CDCl3) 10.28 (1H, s); 8.28 (1H, d, J=9 Hz); 7.46-7.10 (1H, m); 7.00 (1H, d, J=9 Hz); 3.31 (4H, m); 2.81 (4H, m).